describe an organic reaction: reactants, conditions, products, and yield From a dataset of the Open Reaction Database (ORD), a public repository of structured organic reaction records. Reactants: COC(=O)c1cc(NS(=O)(=O)c2ccc3ccc(N=C=S)cc3c2)ccc1Cl, ClCCl, COC(=O)c1cc(NS(=O)(=O)c2ccc3ccc(N)cc3c2)ccc1Cl. Yields the product COC(=O)c1cc(NS(=O)(=O)c2ccc3ccc(NC(=S)Nc4ccc5ccc(S(=O)(=O)Nc6ccc(Cl)c(C(=O)OC)c6)cc5c4)cc3c2)ccc1Cl. RXN SMILES: [Cl:27][c:28]1[c:29]([C:30](=[O:31])[O:32][CH3:33])[cH:34][c:35]([NH:38][S:39](=[O:40])(=[O:41])[c:42]2[cH:43][c:44]3[cH:45][c:46]([N:52]=[C:53]=[S:54])[cH:47][cH:48][c:49]3[cH:50][cH:51]2)[cH:36][cH:37]1.[Cl:55][CH2:56][Cl:57].[NH2:1][c:2]1[cH:3][cH:4][c:5]2[cH:6][cH:7][c:8]([S:12](=[O:13])(=[O:14])[NH:15][c:16]3[cH:17][cH:18][c:19]([Cl:26])[c:20]([C:21](=[O:22])[O:23][CH3:24])[cH:25]3)[cH:9][c:10]2[cH:11]1>>[NH:1]([c:2]1[cH:3][cH:4][c:5]2[cH:6][cH:7][c:8]([S:12](=[O:13])(=[O:14])[NH:15][c:16]3[cH:17][cH:18][c:19]([Cl:26])[c:20]([C:21](=[O:22])[O:23][CH3:24])[cH:25]3)[cH:9][c:10]2[cH:11]1)[C:53]([NH:52][c:46]1[cH:45][c:44]2[cH:43][c:42]([S:39]([NH:38][c:35]3[cH:34][c:29]([C:30](=[O:31])[O:32][CH3:33])[c:28]([Cl:27])[cH:37][cH:36]3)(=[O:40])=[O:41])[cH:51][cH:50][c:49]2[cH:48][cH:47]1)=[S:54]. Starting materials: CC(=CCCCCCO)C (7-methyl-oct-6-en-1-ol), C1(=CC=CC=C1)P(C1=CC=CC=C1)C1=CC=CC=C1 (triphenylphosphine), C1CC(=O)N(C1=O)Br (NBS). The solvent is CN(C)C=O (DMF). Reaction conditions: temperature 0 celsius, time 30 minute. Yields the product BrCCCCCC=C(C)C (8-bromo-2-methyl-oct-2-ene). The yield is 76.9%. RXN SMILES: [CH3:1][C:2]([CH3:10])=[CH:3][CH2:4][CH2:5][CH2:6][CH2:7][CH2:8]O.C1(P(C2C=CC=CC=2)C2C=CC=CC=2)C=CC=CC=1.C1C(=O)N([Br:37])C(=O)C1>CN(C=O)C>[Br:37][CH2:8][CH2:7][CH2:6][CH2:5][CH2:4][CH:3]=[C:2]([CH3:10])[CH3:1]. Reported procedure: To a solution of 7-methyl-oct-6-en-1-ol (1.00 g, 7.04 mmol) in DMF (18 mL) was added triphenylphosphine (2.06 g, 7.85 mmol). The solution was cooled to 0° C. and NBS (1.35 g, 7.58 mmol) was added in portions. After stirring for 30 min at room temperature, the reaction was quenched with methanol (1 mL). The solution was diluted with ether (100 mL), washed with water, saturated aqueous NaHCO3 and brine successively. The organic layer was dried and concentrated. The residue was purified by flash ch... Starting materials: Clc1cc(Br)ccc1CBr, O=Cc1[nH]c(-c2ccccc2)nc1Cl, [K+], [K+], O=C([O-])[O-], CN(C)C=O. The product is O=Cc1c(Cl)nc(-c2ccccc2)n1Cc1ccc(Br)cc1Cl. Reaction SMILES: [Br:21][c:22]1[cH:23][c:24]([Cl:30])[c:25]([CH2:28][Br:29])[cH:26][cH:27]1.[Cl:1][c:2]1[n:3][c:4](-[c:9]2[cH:10][cH:11][cH:12][cH:13][cH:14]2)[nH:5][c:6]1[CH:7]=[O:8].[K+:15].[K+:16].[O-:17][C:18]([O-:19])=[O:20].[O:31]=[CH:32][N:33]([CH3:34])[CH3:35]>>[Cl:1][c:2]1[n:3][c:4](-[c:9]2[cH:10][cH:11][cH:12][cH:13][cH:14]2)[n:5]([CH2:28][c:25]2[c:24]([Cl:30])[cH:23][c:22]([Br:21])[cH:27][cH:26]2)[c:6]1[CH:7]=[O:8]. The reactants are C(C1=CC=CC=C1)O[C@@H]([C@H](C(=O)NN(S(=O)(=O)C)CC(C)C)CC(C)C)C(=O)OC (2(R)-[(S)-(benzyloxy)(methoxycarbonyl)methyl]-2′-isobutyl-2′-(methanesulphonyl)-4-methylvalerohydrazide), solution, C[Al](C)C (trimethylaluminium), O1C(CCCC1)ON (O-(tetrahydro-2H-pyran-2(RS)-yl)-hydroxylamine). The solvent is C(C)(=O)OCC (ethyl acetate), C1(=CC=CC=C1)C (toluene), C1(=CC=CC=C1)C (toluene). Run at temperature 0 celsius, time 0.5 hour. The product is C(C1=CC=CC=C1)O[C@@H]([C@H](C(=O)NN(S(=O)(=O)C)CC(C)C)CC(C)C)C(NOC1OCCCC1)=O (2(R)-[(S)-(benzyloxy)-[(tetrahydro-2(RS)-pyranyloxy)-carbamoyl]methyl]-2′-isobutyl-2′-(methanesulphonyl)-4-methylvalerohydrazide). Yield: 29.8%. As a reaction SMILES: C[Al](C)C.[O:5]1[CH2:10][CH2:9][CH2:8][CH2:7][CH:6]1[O:11][NH2:12].[CH2:13]([O:20][C@H:21]([C:39](OC)=[O:40])[C@@H:22]([CH2:35][CH:36]([CH3:38])[CH3:37])[C:23]([NH:25][N:26]([CH2:31][CH:32]([CH3:34])[CH3:33])[S:27]([CH3:30])(=[O:29])=[O:28])=[O:24])[C:14]1[CH:19]=[CH:18][CH:17]=[CH:16][CH:15]=1>C1(C)C=CC=CC=1.C(OCC)(=O)C>[CH2:13]([O:20][C@H:21]([C:39](=[O:40])[NH:12][O:11][CH:6]1[CH2:7][CH2:8][CH2:9][CH2:10][O:5]1)[C@@H:22]([CH2:35][CH:36]([CH3:38])[CH3:37])[C:23]([NH:25][N:26]([CH2:31][CH:32]([CH3:33])[CH3:34])[S:27]([CH3:30])(=[O:28])=[O:29])=[O:24])[C:14]1[CH:15]=[CH:16][CH:17]=[CH:18][CH:19]=1. Procedure details: 0.530 ml of a 2M solution of trimethylaluminium in toluene was added to a solution of 0.124 g of O-(tetrahydro-2H-pyran-2(RS)-yl)-hydroxylamine in 5 ml of dry toluene at 0° C. under a nitrogen atmosphere. The mixture was stirred at 0° C. for 0.5 hours and then 0.335 g of 2(R)-[(S)-(benzyloxy)(methoxycarbonyl)methyl]-2′-isobutyl-2′-(methanesulphonyl)-4-methylvalerohydrazide was added in one portion. The mixture was then left to warm to room temperature overnight. The mixture was diluted with ethy... Starting materials: Cc1cc(N)cc(C)c1Br, CC(=O)OC(C)=O, ClCCl. RXN SMILES: [Br:1][c:2]1[c:3]([CH3:10])[cH:4][c:5]([NH2:9])[cH:6][c:7]1[CH3:8].[CH3:11][C:12](=[O:13])[O:14][C:15](=[O:16])[CH3:17].[Cl:18][CH2:19][Cl:20]>>[Br:1][c:2]1[c:3]([CH3:10])[cH:4][c:5]([NH:9][C:12]([CH3:11])=[O:13])[cH:6][c:7]1[CH3:8]. Yields the product CC(=O)Nc1cc(C)c(Br)c(C)c1. The reactants are ClCC=1OC(=NN1)C=1C=CC2=C(C(=CO2)C2=CC(=CC=C2)OC(F)(F)F)C1 (2-(chloromethyl)-5-[3-[3-(trifluoromethoxy)phenyl]-1-benzofuran-5-yl]-1,3,4-oxadiazole), [I-].[K+] (potassium iodide), CN.O1CCCC1 (methylamine tetrahydrofuran). Solvent: C(C)(=O)OCC (ethyl acetate). Reaction conditions: time 8 hour. The product is CNCC=1OC(=NN1)C=1C=CC2=C(C(=CO2)C2=CC(=CC=C2)OC(F)(F)F)C1 (N-methyl-1-[5-[3-[3-(trifluoromethoxy)phenyl]-1-benzofuran-5-yl]-1,3,4-oxadiazol-2-yl]methylamine). The yield is 67.0%. As a reaction SMILES: Cl[CH2:2][C:3]1[O:4][C:5]([C:8]2[CH:9]=[CH:10][C:11]3[O:15][CH:14]=[C:13]([C:16]4[CH:21]=[CH:20][CH:19]=[C:18]([O:22][C:23]([F:26])([F:25])[F:24])[CH:17]=4)[C:12]=3[CH:27]=2)=[N:6][N:7]=1.[I-].[K+].[CH3:30][NH2:31].O1CCCC1>C(OCC)(=O)C>[CH3:30][NH:31][CH2:2][C:3]1[O:4][C:5]([C:8]2[CH:9]=[CH:10][C:11]3[O:15][CH:14]=[C:13]([C:16]4[CH:21]=[CH:20][CH:19]=[C:18]([O:22][C:23]([F:26])([F:25])[F:24])[CH:17]=4)[C:12]=3[CH:27]=2)=[N:6][N:7]=1 |f:1.2,3.4|. Procedure: A mixture of 2-(chloromethyl)-5-[3-[3-(trifluoromethoxy)phenyl]-1-benzofuran-5-yl]-1,3,4-oxadiazole (0.30 g, 0.76 mmol), potassium iodide (0.13 g, 0.76 mmol) and 2M methylamine-tetrahydrofuran solution (10 mL) was stirred overnight at room temperature. The reaction mixture was diluted with ethyl acetate, washed with water and saturated brine, dried over anhydrous magnesium sulfate and concentrated under reduced pressure. The residue was purified by basic silica gel column chromatography (hexane/...